This data is from the Open Reaction Database (ORD), a public repository of structured organic reaction records. The task is: describe an organic reaction: reactants, conditions, products, and yield Starting materials: ClC1=CC=C(C=C1)S(=O)(=O)N[C@H]1C(NCCC(C1)(C)C)=O (4-Chloro-N-((R)-5,5-dimethyl-2-oxo-azepan-3-yl)-benzenesulfonamide), COC(CCC1=C(C=CC(=C1)F)CBr)=O (3-(2-bromomethyl-5-fluoro-phenyl)-propionic acid methyl ester). The product is ClC1=CC=C(C=C1)S(=O)(=O)N([C@H]1C(NCCC(C1)(C)C)=O)CC1=C(C=C(C=C1)F)CCC(=O)O (3-(2-{[(4-chloro-benzenesulfonyl)-((R)-5,5-dimethyl-2-oxo-azepan-3-yl)-amino]-methyl}-5-fluoro-phenyl)-propionic acid). RXN SMILES: [Cl:1][C:2]1[CH:7]=[CH:6][C:5]([S:8]([NH:11][C@@H:12]2[CH2:18][C:17]([CH3:20])([CH3:19])[CH2:16][CH2:15][NH:14][C:13]2=[O:21])(=[O:10])=[O:9])=[CH:4][CH:3]=1.C[O:23][C:24](=[O:36])[CH2:25][CH2:26][C:27]1[CH:32]=[C:31]([F:33])[CH:30]=[CH:29][C:28]=1[CH2:34]Br>>[Cl:1][C:2]1[CH:3]=[CH:4][C:5]([S:8]([N:11]([CH2:34][C:28]2[CH:29]=[CH:30][C:31]([F:33])=[CH:32][C:27]=2[CH2:26][CH2:25][C:24]([OH:36])=[O:23])[C@@H:12]2[CH2:18][C:17]([CH3:19])([CH3:20])[CH2:16][CH2:15][NH:14][C:13]2=[O:21])(=[O:10])=[O:9])=[CH:6][CH:7]=1. Reported procedure: 4-Chloro-N-((R)-5,5-dimethyl-2-oxo-azepan-3-yl)-benzenesulfonamide was alkylated using 3-(2-bromomethyl-5-fluoro-phenyl)-propionic acid methyl ester analogous to Example 2c and then saponified to give 3-(2-{[(4-chloro-benzenesulfonyl)-((R)-5,5-dimethyl-2-oxo-azepan-3-yl)-amino]-methyl}-5-fluoro-phenyl)-propionic acid. MS: m/e=509.3 (MH−). Reactants: 33.63, NC1=C(C=C(C=C1)OC)[N+](=O)[O-] (1-amino-4-methoxy-2-nitrobenzene), C([O-])([O-])=O.[Na+].[Na+] (sodium carbonate), 35.2, BrCC1=CN=C(O1)C (5-bromomethyl-2-methyloxazole). Solvent: CN(C=O)C (N,N-dimethylformamide), CN(C=O)C (N,N-dimethylformamide). Conditions: temperature 70 celsius, time 20 hour. Product: 30, COC1=CC(=C(C=C1)NCC1=CN=C(O1)C)[N+](=O)[O-] (N-(4-methoxy-2-nitrophenyl)-2-methyl-5-oxazolemethanamine). Isolated yield 57.0%. Reaction SMILES: [NH2:1][C:2]1[CH:7]=[CH:6][C:5]([O:8][CH3:9])=[CH:4][C:3]=1[N+:10]([O-:12])=[O:11].C(=O)([O-])[O-].[Na+].[Na+].Br[CH2:20][C:21]1[O:25][C:24]([CH3:26])=[N:23][CH:22]=1>CN(C)C=O>[CH3:9][O:8][C:5]1[CH:6]=[CH:7][C:2]([NH:1][CH2:20][C:21]2[O:25][C:24]([CH3:26])=[N:23][CH:22]=2)=[C:3]([N+:10]([O-:12])=[O:11])[CH:4]=1 |f:1.2.3|. Reported procedure: To a solution of 33.63 parts of 1-amino-4-methoxy-2-nitrobenzene in 282 parts of N,N-dimethylformamide there were added 21.2 parts of sodium carbonate and a solution of 35.2 parts of 5-bromomethyl-2-methyloxazole in 94 parts of N,N-dimethylformamide. The whole was stirred for 20 hours at 70° C. and was then evaporated. The residue was taken up in water and the product was extracted with dichloromethane. The extract was dried, filtered and evaporated. The residue was purified by column chromatogr... The reactants are C(C)N(C(C)C)C(C)C (N-ethyldiisopropylamine), C(C1=CC=CC=C1)OC(=O)N[C@@H](CC1=CC=CC=C1)C(=O)O (benzyloxycarbonylphenylalanine), Cl.CNOC (N,O-dimethylhydroxylamine hydrochloride), ON=C(C(=O)OCC)C#N (ethyl hydroxyiminocyanoacetate), [B-](F)(F)(F)F.CCOC(=O)C(=NOC(=[N+](C)C)N(C)C)C#N (TOTU). Run in CN(C)C=O (DMF). Reaction conditions: temperature 0 celsius, time 3 hour. Product: CON(C([C@@H](N)CC1=C(C=CC=C1)C(=O)OCC1=CC=CC=C1)=O)C (2-Benzyloxycarbonyl-L-phenylalanine-N-methoxy-N-methylamide). RXN SMILES: C(N([CH:7]([CH3:9])[CH3:8])C(C)C)C.C(OC([NH:20][C@H:21]([C:29]([OH:31])=O)[CH2:22][C:23]1[CH:28]=[CH:27][CH:26]=[CH:25][CH:24]=1)=O)C1C=CC=CC=1.Cl.[CH3:33][NH:34][O:35][CH3:36].ON=C(C#N)[C:40]([O:42][CH2:43]C)=[O:41].[B-](F)(F)(F)F.CCO[C:55]([C:57]([C:67]#N)=NOC(N(C)C)=[N+](C)C)=O>CN(C=O)C>[CH3:36][O:35][N:34]([CH3:33])[C:29](=[O:31])[C@H:21]([CH2:22][C:23]1[CH:24]=[CH:25][CH:26]=[CH:27][C:28]=1[C:40]([O:42][CH2:43][C:8]1[CH:7]=[CH:9][CH:67]=[CH:57][CH:55]=1)=[O:41])[NH2:20] |f:2.3,5.6|. Procedure details: 31.8 ml (0.18 mol) of N-ethyldiisopropylamine are added dropwise, at 0° C., to a solution of 17.94 g (0.06 mol) of benzyloxycarbonylphenylalanine, 5.97 g (0.06 mol) of N,O-dimethylhydroxylamine hydrochloride, 8.79 g (0.06 mol) of ethyl hydroxyiminocyanoacetate and 19.68 g (0.06 mol) of TOTU in 120 ml of DMF. The mixture is stirred at 0° C. for 1 h and at RT for 3 h. The solvent is removed by rotary evaporation i.V. and the residue is taken up in ethyl acetate; the solution thus obtained is washe... Reactants: COC1=CC(=C(C=C1)[N+](=O)[O-])OC (1,3-Dimethoxy-4-nitrobenzene), BrBr (bromine). Solvent: C(Cl)(Cl)Cl (chloroform), C(Cl)(Cl)Cl (chloroform). Product: BrC1=C(C=C(C(=C1)[N+](=O)[O-])OC)OC (1-Bromo-2,4-bis(methyloxy)-5-nitrobenzene). Reaction SMILES: [CH3:1][O:2][C:3]1[CH:8]=[CH:7][C:6]([N+:9]([O-:11])=[O:10])=[C:5]([O:12][CH3:13])[CH:4]=1.[Br:14]Br>C(Cl)(Cl)Cl>[Br:14][C:8]1[CH:7]=[C:6]([N+:9]([O-:11])=[O:10])[C:5]([O:12][CH3:13])=[CH:4][C:3]=1[O:2][CH3:1]. Procedure: 1,3-Dimethoxy-4-nitrobenzene (5.0 g, 27 mmol) in chloroform (50 ml) at 0° C., was treated with a solution of bromine (1.68 ml, 33 mmol) in chloroform (50 ml). The solution was stirred with warming to room temperature for 4 hours, washed with 10% sodium thiosulfate solution and brine then dried over anhydrous magnesium sulfate and concentrated in vacuo. The crude product was used without further purification (D17). MS (ES+) m/e 262/264 [M+H]+.